Dataset: the Open Reaction Database (ORD), a public repository of structured organic reaction records. Task: describe an organic reaction: reactants, conditions, products, and yield Reactants: CCOC(=O)c1nc(C#N)c2c(ccn2Cc2cccc(F)c2)c1OC(C)=O, CC#N, O=C1CCC(=O)N1Cl. Yields the product CCOC(=O)c1nc(C#N)c2c(c(Cl)cn2Cc2cccc(F)c2)c1OC(C)=O. RXN SMILES: [CH2:1]([CH3:2])[O:3][C:4](=[O:5])[c:6]1[c:7]([O:25][C:26]([CH3:27])=[O:28])[c:8]2[c:9]([c:10]([C:12]#[N:13])[n:11]1)[n:14]([CH2:17][c:18]1[cH:19][c:20]([F:24])[cH:21][cH:22][cH:23]1)[cH:15][cH:16]2.[CH3:37][C:38]#[N:39].[Cl:29][N:30]1[C:31](=[O:32])[CH2:33][CH2:34][C:35]1=[O:36]>>[CH2:1]([CH3:2])[O:3][C:4](=[O:5])[c:6]1[c:7]([O:25][C:26]([CH3:27])=[O:28])[c:8]2[c:9]([c:10]([C:12]#[N:13])[n:11]1)[n:14]([CH2:17][c:18]1[cH:19][c:20]([F:24])[cH:21][cH:22][cH:23]1)[cH:15][c:16]2[Cl:29]. The reactants are C(C1=CC=CC=C1)N1CC2=C(N=C(N=C2Cl)N)CC1 (6-benzyl-4-chloro-5,6,7,8-tetrahydro-pyrido[4,3-d]pyrimidin-2-ylamine), ClC1=C(C=CC=C1)B(O)O (2-chlorophenylboronic acid), C([O-])([O-])=O.[K+].[K+] (potassium carbonate). Reagents/catalysts: C=1C=CC(=CC1)[P](C=2C=CC=CC2)(C=3C=CC=CC3)[Pd]([P](C=4C=CC=CC4)(C=5C=CC=CC5)C=6C=CC=CC6)([P](C=7C=CC=CC7)(C=8C=CC=CC8)C=9C=CC=CC9)[P](C=1C=CC=CC1)(C=1C=CC=CC1)C=1C=CC=CC1 (Pd(PPh3)4). Run in C(C)#N (acetonitrile), O (water). Reaction conditions: temperature 95 celsius. The product is C(C1=CC=CC=C1)N1CC2=C(N=C(N=C2C2=C(C=CC=C2)Cl)N)CC1 (6-benzyl-4-(2-chloro-phenyl)-5,6,7,8-tetrahydro-pyrido[4,3-d]pyrimidin-2-ylamine). The yield is 61.2%. As a reaction SMILES: [CH2:1]([N:8]1[CH2:19][CH2:18][C:11]2[N:12]=[C:13]([NH2:17])[N:14]=[C:15](Cl)[C:10]=2[CH2:9]1)[C:2]1[CH:7]=[CH:6][CH:5]=[CH:4][CH:3]=1.[Cl:20][C:21]1[CH:26]=[CH:25][CH:24]=[CH:23][C:22]=1B(O)O.C(=O)([O-])[O-].[K+].[K+]>C(#N)C.O.C1C=CC([P]([Pd]([P](C2C=CC=CC=2)(C2C=CC=CC=2)C2C=CC=CC=2)([P](C2C=CC=CC=2)(C2C=CC=CC=2)C2C=CC=CC=2)[P](C2C=CC=CC=2)(C2C=CC=CC=2)C2C=CC=CC=2)(C2C=CC=CC=2)C2C=CC=CC=2)=CC=1>[CH2:1]([N:8]1[CH2:19][CH2:18][C:11]2[N:12]=[C:13]([NH2:17])[N:14]=[C:15]([C:22]3[CH:23]=[CH:24][CH:25]=[CH:26][C:21]=3[Cl:20])[C:10]=2[CH2:9]1)[C:2]1[CH:7]=[CH:6][CH:5]=[CH:4][CH:3]=1 |f:2.3.4,^1:43,45,64,83|. Reported procedure: 6-benzyl-4-chloro-5,6,7,8-tetrahydro-pyrido[4,3-d]pyrimidin-2-ylamine (1.92 g., 7 mmoles) and 2-chlorophenylboronic acid (1.09 g., 7 mmoles) were mixed and stirred in a mixture of acetonitrile and water (50:50, 32 mls); anhydrous potassium carbonate (1.93 g., 14 mmoles) was then added to the stirred reaction mixture under nitrogen. Pd(PPh3)4 (0.2 g.) was then added to the reaction mixture which was stirred and heated at 95° C. for 3 hours also under nitrogen. The reaction mixture was then allowe...